From a dataset of the Open Reaction Database (ORD), a public repository of structured organic reaction records. describe an organic reaction: reactants, conditions, products, and yield The reactants are FC(C(=O)O)(F)F (trifluoroacetic acid), NC1=NC2=CC=C(C=C2C(=N1)C(=O)N1CC2=CC=CC=C2C1)C(CC(C(=O)OC(C)(C)C)=C)C(=O)OCC (O1-tert-butyl O5-ethyl 4-[2-amino-4-(isoindoline-2-carbonyl)quinazolin-6-yl]-2-methylenepentanedioate). Run in ClCCl (dichloromethane). Reaction conditions: temperature 23 celsius, time 3 hour. Product: C(C)OC(C(CC(C(=O)O)=C)C=1C=C2C(=NC(=NC2=CC1)N)C(=O)N1CC2=CC=CC=C2C1)=O (4-[2-Amino-4-(isoindoline-2-carbonyl)quinazolin-6-yl]-2-methylenepentanedioic acid O5-ethyl ester). As a reaction SMILES: FC(F)(F)C(O)=O.[NH2:8][C:9]1[N:18]=[C:17]([C:19]([N:21]2[CH2:29][C:28]3[C:23](=[CH:24][CH:25]=[CH:26][CH:27]=3)[CH2:22]2)=[O:20])[C:16]2[C:11](=[CH:12][CH:13]=[C:14]([CH:30]([C:41]([O:43][CH2:44][CH3:45])=[O:42])[CH2:31][C:32](=[CH2:40])[C:33]([O:35]C(C)(C)C)=[O:34])[CH:15]=2)[N:10]=1>ClCCl>[CH2:44]([O:43][C:41](=[O:42])[CH:30]([C:14]1[CH:15]=[C:16]2[C:11](=[CH:12][CH:13]=1)[N:10]=[C:9]([NH2:8])[N:18]=[C:17]2[C:19]([N:21]1[CH2:29][C:28]2[C:23](=[CH:24][CH:25]=[CH:26][CH:27]=2)[CH2:22]1)=[O:20])[CH2:31][C:32](=[CH2:40])[C:33]([OH:35])=[O:34])[CH3:45]. Reported procedure: 200 μl of trifluoroacetic acid are added to 100 mg of O1-tert-butyl O5-ethyl 4-[2-amino-4-(isoindoline-2-carbonyl)quinazolin-6-yl]-2-methylenepentanedioate in 1 ml of dichloromethane, and the mixture is stirred at 23° C. for 3 h. The mixture is subsequently evaporated to dryness in vacuo and reacted further directly. Reactants: COC1=C(C=C(C=C1)OC)/C=C/C(=O)O (3-(1,4-dimethoxybenzen-2-yl)prop-2E-enoic acid), Cl.N1=CC=CC=C1 (pyridine hydrochloride). Run in O (water). Product: OC=1C=C2C=CC(OC2=CC1)=O (6-Hydroxycoumarin). Yield: 49.0%. RXN SMILES: CO[C:3]1[CH:8]=[CH:7][C:6]([O:9]C)=[CH:5][C:4]=1/[CH:11]=[CH:12]/[C:13]([OH:15])=[O:14].Cl.N1C=CC=CC=1>O>[OH:9][C:6]1[CH:5]=[C:4]2[C:3](=[CH:8][CH:7]=1)[O:15][C:13](=[O:14])[CH:12]=[CH:11]2 |f:1.2|. Procedure details: The carboxylic acid (1.97 g; prepared in reference example 24) and pyridine hydrochloride (12 g) were heated to 180°-190° C. The mixture was reacted for 3.5 hr. The reaction mixture was cooled and then dissolved in water. The solution was extracted with ethyl acetate. The extract was washed with water, dried over anhydrous magnesium sulfate and then evaporated. The residue was purified by column chromatography on silica gel (n-hexane: ethyl acetate=3:1→1:1). The obtained crystals were washed wit... Reactants: CCOC(=O)Cn1[nH]c(=O)c2cc([N+](=O)[O-])ccc21, C1CCOC1, CCOC(C)=O, Cl, [Na+], [OH-]. Yields the product O=C(O)Cn1[nH]c(=O)c2cc([N+](=O)[O-])ccc21. RXN SMILES: [CH2:1]([CH3:2])[O:3][C:4]([CH2:5][n:6]1[nH:7][c:8](=[O:18])[c:9]2[cH:10][c:11]([N+:15](=[O:16])[O-:17])[cH:12][cH:13][c:14]12)=[O:19].[CH2:29]1[O:30][CH2:31][CH2:32][CH2:33]1.[CH3:23][CH2:24][O:25][C:26]([CH3:27])=[O:28].[ClH:22].[Na+:21].[OH-:20]>>[O:3]=[C:4]([CH2:5][n:6]1[nH:7][c:8](=[O:18])[c:9]2[cH:10][c:11]([N+:15](=[O:16])[O-:17])[cH:12][cH:13][c:14]12)[OH:19]. The reactants are [H-].[Na+] (sodium hydride), CCCC(C(=O)OCC)P(=O)(OCC)OCC (triethyl 2-phosphonopentanoate), CNC=1C=C(C=CC1)C1=CC=C(C=C1)C=O (3′-methylaminobiphenyl-4-carbaldehyde), Example 9b, [Cl-].[NH4+] (ammonium chloride). The solvent is O1CCCC1 (tetrahydrofuran). Run at time 8 hour. The product is CNC=1C=C(C=CC1)C1=CC=C(C=C1)\C=C(\C(=O)OCC)/CCC (ethyl 2-[1-(3′-methylaminobiphenyl-4-yl)meth-(E)-ylidene]pentanoate). Isolated yield 80.4%. Reaction SMILES: [H-].[Na+].[CH3:3][CH2:4][CH2:5][CH:6](P(OCC)(OCC)=O)[C:7]([O:9][CH2:10][CH3:11])=[O:8].[CH3:20][NH:21][C:22]1[CH:23]=[C:24]([C:28]2[CH:33]=[CH:32][C:31]([CH:34]=O)=[CH:30][CH:29]=2)[CH:25]=[CH:26][CH:27]=1.[Cl-].[NH4+]>O1CCCC1>[CH3:20][NH:21][C:22]1[CH:23]=[C:24]([C:28]2[CH:33]=[CH:32][C:31](/[CH:34]=[C:6](\[CH2:5][CH2:4][CH3:3])/[C:7]([O:9][CH2:10][CH3:11])=[O:8])=[CH:30][CH:29]=2)[CH:25]=[CH:26][CH:27]=1 |f:0.1,4.5|. Procedure: 197 mg (4.9 mmol) of sodium hydride are added to a mixture of 1.2 mL (4.9 mmol) of triethyl 2-phosphonopentanoate and 415 mg of 3′-methylaminobiphenyl-4-carbaldehyde prepared as described in Example 9b (2.0 mmol) in 10 mL of tetrahydrofuran. The reaction mixture is stirred at room temperature overnight. The reaction medium is poured into saturated ammonium chloride solution and extracted with ethyl acetate. The organic phases are combined, washed with water and dried over sodium sulfate. The sol... Starting materials: CCO, [H][H], CC(C)N(CC1OC(n2cnc3c(N)ncnc32)C2OC(C)(C)OC12)C1CC(CCC(=O)OCc2ccccc2)C1. Yields the product CC(C)N(CC1OC(n2cnc3c(N)ncnc32)C2OC(C)(C)OC12)C1CC(CCC(=O)O)C1. Reaction SMILES: [CH3:44][CH2:45][OH:46].[H:42][H:43].[NH2:1][c:2]1[c:3]2[n:4][cH:5][n:6]([CH:11]3[O:12][CH:13]([CH2:21][N:22]([CH:23]4[CH2:24][CH:25]([CH2:27][CH2:28][C:29](=[O:30])[O:31][CH2:32][c:33]5[cH:34][cH:35][cH:36][cH:37][cH:38]5)[CH2:26]4)[CH:39]([CH3:40])[CH3:41])[CH:14]4[CH:15]3[O:16][C:17]([CH3:19])([CH3:20])[O:18]4)[c:7]2[n:8][cH:9][n:10]1>>[NH2:1][c:2]1[c:3]2[n:4][cH:5][n:6]([CH:11]3[O:12][CH:13]([CH2:21][N:22]([CH:23]4[CH2:24][CH:25]([CH2:27][CH2:28][C:29](=[O:30])[OH:31])[CH2:26]4)[CH:39]([CH3:40])[CH3:41])[CH:14]4[CH:15]3[O:16][C:17]([CH3:19])([CH3:20])[O:18]4)[c:7]2[n:8][cH:9][n:10]1. Starting materials: C(C)(=O)OCCCCOC1=C(C=C(C=C1Cl)OCC=C(Cl)Cl)Cl (4-[4-(3,3-dichloroprop-2-enyloxy)-2,6-dichlorophenoxy]butyl acetate), [OH-].[Na+] (sodium hydroxide), Cl (hydrochloric acid), O (water). Solvent: CO (methanol). Reaction conditions: time 2 hour. Product: ClC(=CCOC1=CC(=C(OCCCCO)C(=C1)Cl)Cl)Cl (4-[4-(3,3-dichloro-2-propenyloxy)-2,6-dichlorophenoxy]butan-1-ol). Isolated yield 93.3%. RXN SMILES: C([O:4][CH2:5][CH2:6][CH2:7][CH2:8][O:9][C:10]1[C:15]([Cl:16])=[CH:14][C:13]([O:17][CH2:18][CH:19]=[C:20]([Cl:22])[Cl:21])=[CH:12][C:11]=1[Cl:23])(=O)C.[OH-].[Na+].O.Cl>CO>[Cl:22][C:20]([Cl:21])=[CH:19][CH2:18][O:17][C:13]1[CH:12]=[C:11]([Cl:23])[C:10]([O:9][CH2:8][CH2:7][CH2:6][CH2:5][OH:4])=[C:15]([Cl:16])[CH:14]=1 |f:1.2|. Reported procedure: Twenty seven grams (0.067 mole) of 4-[4-(3,3-dichloroprop-2-enyloxy)-2,6-dichlorophenoxy]butyl acetate was stirred and a solution of 5.4 grams (0.134 mole) of sodium hydroxide in 300 mL of methanol was added portion-wise. Upon completion of addition the reaction mixture was stirred at ambient temperature during a two hour period. After this time the reaction mixture was stirred with 400 mL of water and was neutralized with concentrated hydrochloric acid. The neutral mixture was extracted with fo...